From a dataset of the Open Reaction Database (ORD), a public repository of structured organic reaction records. describe an organic reaction: reactants, conditions, products, and yield The reactants are BrCCC1=C2C(C(=O)NC2=O)=CC=C1 (2-bromoethylphthalimide), C(=O)([O-])[O-].[K+].[K+] (K2CO3), O (H2O), C1(=CC=CC=C1)C1=NNC2=C1C=NC=C2 (3-Phenyl-1H-pyrazolo[4,3-c]pyridine), CN(C=O)C (dimethylformamide), BrCCC1=C2C(C(=O)NC2=O)=CC=C1 (2-bromoethylphthalimide), C(=O)([O-])[O-].[K+].[K+] (K2CO3), BrCCC1=C2C(C(=O)NC2=O)=CC=C1 (2-bromoethylphthalimide), C(=O)([O-])[O-].[K+].[K+] (K2CO3). Run at temperature 90 celsius, time 90 minute. Product: C1(=CC=CC=C1)C1=NN(C2=C1C=NC=C2)CCN2C(C=1C(C2=O)=CC=CC1)=O (3-phenyl-1-[2-(phthalimido)ethyl]-1H-pyrazolo[4,3-c]pyridine). Reaction SMILES: [C:1]1([C:7]2[C:11]3[CH:12]=[N:13][CH:14]=[CH:15][C:10]=3[NH:9][N:8]=2)[CH:6]=[CH:5][CH:4]=[CH:3][CH:2]=1.BrCC[C:19]1[CH:29]=[CH:28][CH:27]=[C:21]2[C:22]([NH:24][C:25](=O)[C:20]=12)=[O:23].[C:30]([O-:33])([O-])=O.[K+].[K+].O.[CH3:37]N(C)C=O>>[C:1]1([C:7]2[C:11]3[CH:12]=[N:13][CH:14]=[CH:15][C:10]=3[N:9]([CH2:37][CH2:25][N:24]3[C:22](=[O:23])[C:21]4=[CH:20][CH:19]=[CH:29][CH:28]=[C:27]4[C:30]3=[O:33])[N:8]=2)[CH:2]=[CH:3][CH:4]=[CH:5][CH:6]=1 |f:2.3.4|. Procedure details: 3-Phenyl-1H-pyrazolo[4,3-c]pyridine (1.95 g) was suspended in 50 ml of dimethylformamide to which 2-bromoethylphthalimide (2.54) and K2CO3 (1.4 g) had been added. This mixture was stirred and warmed at 90° C. for 4 hours and then an additional 1.25 g of 2-bromoethylphthalimide and 0.7 g of K2CO3 were added. After 2 more hours another 0.60 g of 2-bromoethylphthalimide and 0.4 g of K2CO3 were added and stirring and heating were continued for an additional 90 minutes. At the end of this time, the r... Reactants: O=C([O-])[O-], CC#CC(=O)OCC, CC1(C)OCC(Cc2ccc(O)cc2)O1, CN(C)c1ccncc1, [K+], [K+], C1CCOC1. The product is CCOC(=O)C=C(C)Oc1ccc(CC2COC(C)(C)O2)cc1. As a reaction SMILES: [C:16](=[O:17])([O-:18])[O-:19].[CH2:22]([CH3:23])[O:24][C:25]([C:26]#[C:27][CH3:28])=[O:29].[CH3:1][C:2]1([CH3:15])[O:3][CH2:4][CH:5]([CH2:7][c:8]2[cH:9][cH:10][c:11]([OH:14])[cH:12][cH:13]2)[O:6]1.[CH3:30][N:31]([CH3:32])[c:33]1[cH:34][cH:35][n:36][cH:37][cH:38]1.[K+:20].[K+:21].[O:39]1[CH2:40][CH2:41][CH2:42][CH2:43]1>>[CH3:1][C:2]1([CH3:15])[O:3][CH2:4][CH:5]([CH2:7][c:8]2[cH:9][cH:10][c:11]([O:14][C:27](=[CH:26][C:25]([O:24][CH2:22][CH3:23])=[O:29])[CH3:28])[cH:12][cH:13]2)[O:6]1. Starting materials: N1C=NC=C1 (imidazole), [Si](C)(C)(C(C)(C)C)Cl (tBDMS chloride), ice, CO (Methanol), N1C=NC=C1 (imidazole), [Si](C)(C)(C(C)(C)C)Cl (t-butyldimethylsilyl chloride), C(C=C)O[C@@H]1[C@H]([C@H](OCCCCCC(=O)OC)O[C@@H]([C@@H]1O)CO)O (5-(Methoxycarbonyl)pentyl 3-O-allyl-β-D-galactopyranoside). The solvent is CN(C=O)C (dimethylformamide). Run at time 10 minute. Yields the product C(C=C)O[C@@H]1[C@H]([C@H](OCCCCCC(=O)OC)O[C@@H]([C@@H]1O)C(O)[Si](C)(C)C(C)(C)C)O (5-(Methoxycarbonyl)pentyl 3-O-allyl-6-(t-butyldimethylsilyl)-β-D-galactopyranoside). As a reaction SMILES: [CH2:1]([O:4][C@H:5]1[C@@H:20]([OH:21])[C@@H:19]([CH2:22][OH:23])[O:18][C@@H:7]([O:8][CH2:9][CH2:10][CH2:11][CH2:12][CH2:13][C:14]([O:16][CH3:17])=[O:15])[C@@H:6]1[OH:24])[CH:2]=[CH2:3].N1C=CN=C1.[Si:30](Cl)([C:33]([CH3:36])([CH3:35])[CH3:34])([CH3:32])[CH3:31].CO>CN(C)C=O>[CH2:1]([O:4][C@H:5]1[C@@H:20]([OH:21])[C@@H:19]([CH:22]([Si:30]([C:33]([CH3:36])([CH3:35])[CH3:34])([CH3:32])[CH3:31])[OH:23])[O:18][C@@H:7]([O:8][CH2:9][CH2:10][CH2:11][CH2:12][CH2:13][C:14]([O:16][CH3:17])=[O:15])[C@@H:6]1[OH:24])[CH:2]=[CH2:3]. Procedure: Compound 2 of Example 2 (10.85 g) was dissolved in dry dimethylformamide (DMF, 120 mL) containing imidazole (1.63 g) and 4 Å molecular sieves and cooled in an ice bath. To this, t-butyldimethylsilyl chloride (tBDMS chloride, 3.6 g) was added and stirred at this temperature for 10 min and then at room temperature 1 h. Another portion of imidazole (1.05 g) and tBDMS chloride (2.34 g) were added to the ice cold solution and stirred for 1 h. Methanol (1 mL) was added and the reaction mixture was eva...